From a dataset of the Open Reaction Database (ORD), a public repository of structured organic reaction records. describe an organic reaction: reactants, conditions, products, and yield Reactants: CC(C)(C)[Si](C)(C)Cl, [CH2]C, CN(C)C=O, O=C1CCc2c(O)cccc21, c1c[nH]cn1. The product is CC(C)(C)[Si](C)(C)Oc1cccc2c1CCC2=O. RXN SMILES: [C:17]([CH3:18])([CH3:19])([CH3:20])[Si:21]([CH3:22])([CH3:23])[Cl:24].[CH2:25][CH3:26].[CH3:27][N:28]([CH3:29])[CH:30]=[O:31].[OH:1][c:2]1[c:3]2[c:7]([cH:8][cH:9][cH:10]1)[C:6](=[O:11])[CH2:5][CH2:4]2.[nH:12]1[cH:13][cH:14][n:15][cH:16]1>>[O:1]([c:2]1[c:3]2[c:7]([cH:8][cH:9][cH:10]1)[C:6](=[O:11])[CH2:5][CH2:4]2)[Si:21]([C:17]([CH3:18])([CH3:19])[CH3:20])([CH3:22])[CH3:23]. The reactants are CC1(CCNC2=CC(=CC=C12)Br)C (4,4-dimethyl-1,2,3,4-tetrahydro-7-bromoquinoline), IC1=CC=CC=C1 (4-iodobenzene), C([O-])([O-])=O.[K+].[K+] (potassium carbonate). The reagents and catalysts are [Cu]I (copper(I) iodide). The solvent is O (water). Run at temperature 185 celsius. Product: CC1(CCN(C2=CC(=CC=C12)Br)C1=CC=CC=C1)C (4,4-Dimethyl-1,2,3,4-tetrahydro-N-phenyl-7-bromoquinoline). As a reaction SMILES: [CH3:1][C:2]1([CH3:13])[C:11]2[C:6](=[CH:7][C:8]([Br:12])=[CH:9][CH:10]=2)[NH:5][CH2:4][CH2:3]1.I[C:15]1[CH:20]=[CH:19][CH:18]=[CH:17][CH:16]=1.C(=O)([O-])[O-].[K+].[K+]>[Cu]I.O>[CH3:1][C:2]1([CH3:13])[C:11]2[C:6](=[CH:7][C:8]([Br:12])=[CH:9][CH:10]=2)[N:5]([C:15]2[CH:20]=[CH:19][CH:18]=[CH:17][CH:16]=2)[CH2:4][CH2:3]1 |f:2.3.4|. Procedure: To a solution of 0.19 g (0.78 mmol) of 4,4-dimethyl-1,2,3,4-tetrahydro-7-bromoquinoline and 5.5 g (3.0 mL, 27 mmol) of 4-iodobenzene stirring under argon, were added 0.30 g (2.2 mmol) of potassium carbonate and 0.12 g (0.63 mmol) of copper(I) iodide. The resulting mixture was heated at 185° C. for 96 hours. The reaction was cooled to room temperature, water was added, and the mixture was extracted with methylene chloride (2x). The combined organic layers were washed with brine, dried (Na2SO4), f... The reactants are CC(=O)OC(C)=O, C=COC1CC(C)(C)NC(C)(C)C1, c1ccncc1. Yields the product C=COC1CC(C)(C)N(C(C)=O)C(C)(C)C1. As a reaction SMILES: [CH3:14][C:15](=[O:16])[O:17][C:18](=[O:19])[CH3:20].[CH:1](=[CH2:2])[O:3][CH:4]1[CH2:5][C:6]([CH3:12])([CH3:13])[NH:7][C:8]([CH3:10])([CH3:11])[CH2:9]1.[cH:21]1[cH:22][cH:23][n:24][cH:25][cH:26]1>>[CH:1](=[CH2:2])[O:3][CH:4]1[CH2:5][C:6]([CH3:12])([CH3:13])[N:7]([C:15]([CH3:14])=[O:16])[C:8]([CH3:10])([CH3:11])[CH2:9]1. The reactants are CCN(CCO)c1ccc(N)cc1, Cl, O=C1OC(=O)c2ccc([N+](=O)[O-])c3cccc1c23, O, O=S(=O)(O)O, c1c[nH]cn1. Product: CCN(CCO)c1ccc(N2C(=O)c3cccc4c([N+](=O)[O-])ccc(c34)C2=O)cc1. As a reaction SMILES: [CH2:25]([CH3:26])[N:27]([c:28]1[cH:29][cH:30][c:31]([NH2:34])[cH:32][cH:33]1)[CH2:35][CH2:36][OH:37].[ClH:38].[N+:1](=[O:2])([O-:3])[c:4]1[cH:5][cH:6][c:7]2[c:8]3[c:9]([cH:10][cH:11][cH:12][c:13]13)[C:14](=[O:15])[O:16][C:17]2=[O:18].[OH2:19].[S:20]([OH:21])([OH:22])(=[O:23])=[O:24].[nH:39]1[cH:40][cH:41][n:42][cH:43]1>>[N+:1](=[O:2])([O-:3])[c:4]1[cH:5][cH:6][c:7]2[c:8]3[c:9]([cH:10][cH:11][cH:12][c:13]13)[C:14](=[O:16])[N:34]([c:31]1[cH:30][cH:29][c:28]([N:27]([CH2:25][CH3:26])[CH2:35][CH2:36][OH:37])[cH:33][cH:32]1)[C:17]2=[O:18]. Reactants: C(=O)N([C@H]([C@H](C(=O)O)CC(C)C)CCC)OC1OCCCC1 ((2R,3S)-3-(formyl-2-tetrahydropyranyloxyamino)-2-(2-methyl-1-propyl)hexanoic acid), C(#N)P(OCC)(OCC)=O (diethyl cyanophosphonate), Cl.S1C(=NC=C1)NC([C@H](CCCNCN=N[N+](=O)[O-])N)=O ((2S)-2-Amino-5-(nitroimino-amino)methylaminopentanoic acid 1,3-thiazol-2-ylamide hydrochloride), CN1CCOCC1 (NMM), CN1CCOCC1 (NMM), [Cl-].[Na+] (sodium chloride). The solvent is CN(C)C=O (DMF). Run at temperature 40 celsius, time 30 minute. The product is [N+](=O)([O-])N=NCNCCC[C@@H](C(NC=1SC=CN1)=O)NC([C@@H]([C@H](CCC)N(OC1OCCCC1)C=O)CC(C)C)=O ((2R,3S)-3-(formyl-2-tetrahydropyranyloxyamino)-2-(2-methyl-1-propyl)hexanoic Acid [(1S)-4-(nitroimino-amino)methylamino-1-(1,3-thiazol-2-ylcarbamoyl)-1-butyl]amide). Isolated yield 50.8%. Reaction SMILES: [CH:1]([N:3]([O:16][CH:17]1[CH2:22][CH2:21][CH2:20][CH2:19][O:18]1)[C@@H:4]([CH2:13][CH2:14][CH3:15])[C@@H:5]([CH2:9][CH:10]([CH3:12])[CH3:11])[C:6]([OH:8])=O)=[O:2].C(P(=O)(OCC)OCC)#N.CN1CCOCC1.Cl.[S:41]1[CH:45]=[CH:44][N:43]=[C:42]1[NH:46][C:47](=[O:60])[C@@H:48]([NH2:59])[CH2:49][CH2:50][CH2:51][NH:52][CH2:53][N:54]=[N:55][N+:56]([O-:58])=[O:57].[Cl-].[Na+]>CN(C=O)C>[N+:56]([N:55]=[N:54][CH2:53][NH:52][CH2:51][CH2:50][CH2:49][C@H:48]([NH:59][C:6](=[O:8])[C@H:5]([CH2:9][CH:10]([CH3:12])[CH3:11])[C@@H:4]([N:3]([CH:1]=[O:2])[O:16][CH:17]1[CH2:22][CH2:21][CH2:20][CH2:19][O:18]1)[CH2:13][CH2:14][CH3:15])[C:47](=[O:60])[NH:46][C:42]1[S:41][CH:45]=[CH:44][N:43]=1)([O-:58])=[O:57] |f:3.4,5.6|. Reported procedure: To a 0° C. solution of (2R,3S)-3-(formyl-2-tetrahydropyranyloxyamino)-2-(2-methyl-1-propyl)hexanoic acid (172 mg, 0.546 mmol) in 1 mL DMF is added diethyl cyanophosphonate (98 mg, 0.60 mmol) followed by NMM (61 mg, 0.60 mmol). Stirring is continued for 30 min at 0° C. (2S)-2-Amino-5-(nitroimino-amino)methylaminopentanoic acid 1,3-thiazol-2-ylamide hydrochloride (203 mg, 0.60 mmol) is added followed by additional NMM (122 mg, 1.20 mmol). The mixture is heated at 40° C. for 16 h then allowed to co... The reactants are CC1([C@@H]2[C@H]1CC1=C(SC(=C21)C)C(=O)O)C ((1aS,5aR)-1,1,2-trimethyl-1,1a,5,5a-tetrahydro-3-thia-cyclopropa[a]pentalene-4-carboxylic acid), NCC1=C(C=C(OCC(C)O)C=C1)OC ((rac)-1-(4-aminomethyl-3-methoxy-phenoxy)-propan-2-ol), CN(C)C(=[N+](C)C)ON1C2=C(C=CC=C2)N=N1.[B-](F)(F)(F)F (TBTU), C(C)N(C(C)C)C(C)C (ethyl-diisopropylamine). Run in CN(C)C=O (DMF). Reaction conditions: time 30 minute. Product: OC(COC1=CC(=C(CNC(=O)C2=C3C[C@@H]4[C@H](C3=C(S2)C)C4(C)C)C=C1)OC)C ((1aS,5aR)-1,1,2-trimethyl-1,1a,5,5a-tetrahydro-3-thia-cyclopropa[a]pentalene-4-carboxylic acid 4-((R/S)-2-hydroxy-propoxy)-2-methoxy-benzylamide). Isolated yield 42.5%. RXN SMILES: [CH3:1][C:2]1([CH3:15])[C@@H:4]2[CH2:5][C:6]3[C:10]([C@H:3]12)=[C:9]([CH3:11])[S:8][C:7]=3[C:12]([OH:14])=O.CN(C(ON1N=NC2C=CC=CC1=2)=[N+](C)C)C.[B-](F)(F)(F)F.C(N(C(C)C)C(C)C)C.[NH2:47][CH2:48][C:49]1[CH:59]=[CH:58][C:52]([O:53][CH2:54][CH:55]([OH:57])[CH3:56])=[CH:51][C:50]=1[O:60][CH3:61]>CN(C=O)C>[OH:57][CH:55]([CH3:56])[CH2:54][O:53][C:52]1[CH:58]=[CH:59][C:49]([CH2:48][NH:47][C:12]([C:7]2[S:8][C:9]([CH3:11])=[C:10]3[C:6]=2[CH2:5][C@H:4]2[C:2]([CH3:1])([CH3:15])[C@H:3]23)=[O:14])=[C:50]([O:60][CH3:61])[CH:51]=1 |f:1.2|. Procedure: A solution of (1aS,5aR)-1,1,2-trimethyl-1,1a,5,5a-tetrahydro-3-thia-cyclopropa[a]pentalene-4-carboxylic acid (9.6 mg, 0.043 mmol), TBTU (13.8 mg, 0.043 mmol) and ethyl-diisopropylamine (22 μL, 0.129 mmol) in DMF (1 mL) is allowed to stand at rt for 30 min. The solution is added to (rac)-1-(4-aminomethyl-3-methoxy-phenoxy)-propan-2-ol (9.1 mg, 0.043 mmol) and the mixture is allowed to stand at rt for 1 h. The mixture is separated by prep. HPLC to afford (1aS,5aR)-1,1,2-trimethyl-1,1a,5,5a-tetrahy...